From a dataset of the Open Reaction Database (ORD), a public repository of structured organic reaction records. describe an organic reaction: reactants, conditions, products, and yield The reactants are O=C([O-])[O-], CN(C)C=O, O=S(=O)(OCC(F)(F)F)C(F)(F)F, [K+], [K+], N#Cc1c(N2CCc3ccccc3CC2)nc(N)[nH]c1=O. Yields the product N#Cc1c(OCC(F)(F)F)nc(N)nc1N1CCc2ccccc2CC1. Reaction SMILES: [C:35](=[O:36])([O-:37])[O-:38].[CH3:41][N:42]([CH3:43])[CH:44]=[O:45].[F:22][C:23]([CH2:24][O:25][S:26]([C:27]([F:28])([F:29])[F:30])(=[O:31])=[O:32])([F:33])[F:34].[K+:39].[K+:40].[NH2:1][c:2]1[nH:3][c:4](=[O:21])[c:5]([C:19]#[N:20])[c:6]([N:8]2[CH2:9][CH2:10][c:11]3[c:12]([cH:15][cH:16][cH:17][cH:18]3)[CH2:13][CH2:14]2)[n:7]1>>[NH2:1][c:2]1[n:3][c:4]([O:21][CH2:24][C:23]([F:22])([F:33])[F:34])[c:5]([C:19]#[N:20])[c:6]([N:8]2[CH2:9][CH2:10][c:11]3[c:12]([cH:15][cH:16][cH:17][cH:18]3)[CH2:13][CH2:14]2)[n:7]1. Starting materials: N1(N=CC2=CC=CC=C12)CCCN1CCC2(C(N(CN2C2=CC=CC=C2)CC=2C=C(C(=O)OC(C)(C)C)C=CC2)=O)CC1 (tert-butyl 3-((8-(3-(1H-indazol-1-yl)propyl)-4-oxo-1-phenyl-1,3,8-triazaspiro[4.5]decan-3-yl)methyl)benzoate), solution, Cl (HCl). Solvent: O1CCOCC1 (dioxane). Conditions: time 3 hour. Product: N1(N=CC2=CC=CC=C12)CCCN1CCC2(C(N(CN2C2=CC=CC=C2)CC=2C=C(C(=O)O)C=CC2)=O)CC1 (3-((8-(3-(1H-Indazol-1-yl)propyl)-4-oxo-1-phenyl-1,3,8-triazaspiro[4.5]decan-3-yl)methyl)benzoic acid), hydrochloride salt. Yield: 79.0%. RXN SMILES: [N:1]1([CH2:10][CH2:11][CH2:12][N:13]2[CH2:43][CH2:42][C:16]3([N:20]([C:21]4[CH:26]=[CH:25][CH:24]=[CH:23][CH:22]=4)[CH2:19][N:18]([CH2:27][C:28]4[CH:29]=[C:30]([CH:38]=[CH:39][CH:40]=4)[C:31]([O:33]C(C)(C)C)=[O:32])[C:17]3=[O:41])[CH2:15][CH2:14]2)[C:9]2[C:4](=[CH:5][CH:6]=[CH:7][CH:8]=2)[CH:3]=[N:2]1.Cl>O1CCOCC1>[N:1]1([CH2:10][CH2:11][CH2:12][N:13]2[CH2:43][CH2:42][C:16]3([N:20]([C:21]4[CH:26]=[CH:25][CH:24]=[CH:23][CH:22]=4)[CH2:19][N:18]([CH2:27][C:28]4[CH:29]=[C:30]([CH:38]=[CH:39][CH:40]=4)[C:31]([OH:33])=[O:32])[C:17]3=[O:41])[CH2:15][CH2:14]2)[C:9]2[C:4](=[CH:5][CH:6]=[CH:7][CH:8]=2)[CH:3]=[N:2]1. Reported procedure: To tert-butyl 3-((8-(3-(1H-indazol-1-yl)propyl)-4-oxo-1-phenyl-1,3,8-triazaspiro[4.5]decan-3-yl)methyl)benzoate (0.16 g, 0.27 mmol) was added 4M solution of HCl in dioxane (2.5 mL). After stirring at room temperature for 3 hours, the reaction mixture was concentrated in vacuo and lyophilized in acetonitrile/water (1:1) to obtain the title compound as a hydrochloride salt (0.12 g, 79%); 1H NMR (DMSO-d6): δ 1.97 (d, 2H, J=14.4 Hz), 2.32-2.36 (m, 2H), 2.92-2.98 (m, 2H), 3.19 (br, 2H), 3.45-3.70 (m,... Starting materials: C(CCCCCCCCC)NC(C=CC1=CC(=CC=C1)NC(\C=C/C(=O)O)=O)=O (N-decyl-3-(3-[cis-3-carboxypropenamido]phenyl)propenamide), COCCOC (1,2-dimethoxyethane), [N+](=[N-])=C (diazomethane), [N+](=[N-])=C (diazomethane). Reagents/catalysts: C(C)(=O)O (acetic acid). Run in CCOCC (ether). Conditions: time 16 hour. The product is C(CCCCCCCCC)NC(C=CC1=CC(=CC=C1)NC(\C=C/C(=O)OC)=O)=O (N-Decyl-3-(3-[cis-3-methoxycarbonylpropenamido]phenyl)propenamide). As a reaction SMILES: [CH2:1]([NH:11][C:12](=[O:29])[CH:13]=[CH:14][C:15]1[CH:20]=[CH:19][CH:18]=[C:17]([NH:21][C:22](=[O:28])/[CH:23]=[CH:24]\[C:25]([OH:27])=[O:26])[CH:16]=1)[CH2:2][CH2:3][CH2:4][CH2:5][CH2:6][CH2:7][CH2:8][CH2:9][CH3:10].[CH3:30]OCCOC.[N+](=C)=[N-]>C(O)(=O)C.CCOCC>[CH2:1]([NH:11][C:12](=[O:29])[CH:13]=[CH:14][C:15]1[CH:20]=[CH:19][CH:18]=[C:17]([NH:21][C:22](=[O:28])/[CH:23]=[CH:24]\[C:25]([O:27][CH3:30])=[O:26])[CH:16]=1)[CH2:2][CH2:3][CH2:4][CH2:5][CH2:6][CH2:7][CH2:8][CH2:9][CH3:10]. Procedure: To a stirred mixture of 400 mg. of N-decyl-3-(3-[cis-3-carboxypropenamido]phenyl)propenamide and 15 ml. of 1,2-dimethoxyethane is added a solution of 1.5 mmoles of diazomethane in 5 ml. of ether. The reaction mixture is stirred at room temperature for 16 hours, and then the excess diazomethane is decomposed by the addition of a few drops of acetic acid. The total solvents are removed by evaporation in vacuo, and the residue is dissolved in ethyl acetate. The ethyl acetate solution is washed with... Starting materials: O(C1=CC=CC=C1)C=1C=C(C=CC1)Br (3-phenoxyphenyl bromide), [Mg] (magnesium), C(C)(=O)OCC(=CC(C)(C)C1=CC=C(C=C1)Cl)F (4-(4-Chlorophenyl)-2-fluoro-4-methylpent-2-enyl acetate), Grignard reagent. Solvent: O1CCCC1 (tetrahydrofuran). Product: ClC1=CC=C(C=C1)C(C=C(CC1=CC(=CC=C1)OC1=CC=CC=C1)F)(C)C (4-(4-Chlorophenyl)-2-fluoro-4-methyl-1-(3-phenoxyphenyl)pent-2-ene). Isolated yield 22.5%. RXN SMILES: [O:1]([C:8]1[CH:9]=[C:10](Br)[CH:11]=[CH:12][CH:13]=1)[C:2]1[CH:7]=[CH:6][CH:5]=[CH:4][CH:3]=1.[Mg].C(O[CH2:20][C:21]([F:33])=[CH:22][C:23]([C:26]1[CH:31]=[CH:30][C:29]([Cl:32])=[CH:28][CH:27]=1)([CH3:25])[CH3:24])(=O)C>O1CCCC1>[Cl:32][C:29]1[CH:28]=[CH:27][C:26]([C:23]([CH3:25])([CH3:24])[CH:22]=[C:21]([F:33])[CH2:20][C:10]2[CH:11]=[CH:12][CH:13]=[C:8]([O:1][C:2]3[CH:7]=[CH:6][CH:5]=[CH:4][CH:3]=3)[CH:9]=2)=[CH:31][CH:30]=1. Procedure: The method of Example 16 was repeated using a Grignard reagent, prepared from 3-phenoxyphenyl bromide (0.19 g), tetrahydrofuran (2 ml) and magnesium (22 g), and 4-(4-chlorophenyl)-2-fluoro-4-methylpent-2-enyl acetate (Example 13) (0.12 g). The residue after evaporation was purified by preparative thin layer chromatography (solvent: diethyl ether/hexane; 1:9) and then preparative high performance liquid chromatography (column: C18; solvent: methanol; flow rate: 3 ml/min; to give the title compoun... Starting materials: ClC=1C=C(C(=O)OO)C=CC1 (m-chloroperoxybenzoic acid), C(CCC)C1(CSC2=C(N(C1=O)C1=CC=C(C=C1)[N+](=O)[O-])C=CC(=C2)OC)CCCC (3,3-dibutyl-4-oxo-5-(4-nitrophenyl)-8-methoxy-2,3,4,5-tetrahydro-1,5-benzothiazepine), C(Cl)Cl (DCM), C(=O)([O-])[O-].[K+].[K+] (K2CO3), O (water). Reaction conditions: temperature 0 celsius, time 8 hour. Yields the product O=S1(CC(C(N(C2=C1C=C(C=C2)OC)C2=CC=C(C=C2)[N+](=O)[O-])=O)(CCCC)CCCC)=O (1,1-Dioxo-3,3-dibutyl-4-oxo-5-(4-nitrophenyl)-8-methoxy-2,3,4,5-tetrahydro-1,5-benzothiazepine). The yield is 87.0%. As a reaction SMILES: [CH2:1]([C:5]1([CH2:28][CH2:29][CH2:30][CH3:31])[C:11](=[O:12])[N:10]([C:13]2[CH:18]=[CH:17][C:16]([N+:19]([O-:21])=[O:20])=[CH:15][CH:14]=2)[C:9]2[CH:22]=[CH:23][C:24]([O:26][CH3:27])=[CH:25][C:8]=2[S:7][CH2:6]1)[CH2:2][CH2:3][CH3:4].C(Cl)Cl.C([O-])([O-])=[O:36].[K+].[K+].ClC1C=C(C=CC=1)C(OO)=O.[OH2:52]>>[O:52]=[S:7]1(=[O:36])[C:8]2[CH:25]=[C:24]([O:26][CH3:27])[CH:23]=[CH:22][C:9]=2[N:10]([C:13]2[CH:14]=[CH:15][C:16]([N+:19]([O-:21])=[O:20])=[CH:17][CH:18]=2)[C:11](=[O:12])[C:5]([CH2:28][CH2:29][CH2:30][CH3:31])([CH2:1][CH2:2][CH2:3][CH3:4])[CH2:6]1 |f:2.3.4|. Procedure: To 3,3-dibutyl-4-oxo-5-(4-nitrophenyl)-8-methoxy-2,3,4,5-tetrahydro-1,5-benzothiazepine (Method 103; 2.57 g, 5.8 mmol) was added DCM (130 ml), water (130 ml) and K2CO3 (2.44 g, 17.6 mmol). The reaction mixture was cooled down to 0° C. and m-chloroperoxybenzoic acid (3.42 g, 13.9 mmol) was added in one portion. The reaction was allowed to complete overnight with the temperature slowly rising to room temperature. Then NaHCO3aq (sat) was added and the two layers were separated. The water layer was ... The reactants are [Cl-].[NH4+] (ammonium chloride), [H-].[Na+] (sodium hydride), OC1=CC(=C(C=C1)NC(OC)=O)C (methyl N-(4-hydroxy-2-methylphenyl)carbamate), FC1=CC2=C(N=C(S2)COS(=O)(=O)C)C=C1 (6-fluoro-2-methanesulfonyloxymethylbenzothiazole). Run in CN(C=O)C (dimethylformamide). Conditions: time 10 minute. The product is FC1=CC2=C(N=C(S2)COC2=CC(=C(C=C2)NC(OC)=O)C)C=C1 (Methyl N-[4-(6-fluorobenzothiazol-2-ylmethoxy)-2-methylphenyl]carbamate). Yield: 34.6%. Reaction SMILES: [H-].[Na+].[OH:3][C:4]1[CH:9]=[CH:8][C:7]([NH:10][C:11](=[O:14])[O:12][CH3:13])=[C:6]([CH3:15])[CH:5]=1.[F:16][C:17]1[CH:31]=[CH:30][C:20]2[N:21]=[C:22]([CH2:24]OS(C)(=O)=O)[S:23][C:19]=2[CH:18]=1.[Cl-].[NH4+]>CN(C)C=O>[F:16][C:17]1[CH:31]=[CH:30][C:20]2[N:21]=[C:22]([CH2:24][O:3][C:4]3[CH:9]=[CH:8][C:7]([NH:10][C:11](=[O:14])[O:12][CH3:13])=[C:6]([CH3:15])[CH:5]=3)[S:23][C:19]=2[CH:18]=1 |f:0.1,4.5|. Procedure details: 15.2 mg of sodium hydride (as a 60% w/w dispersion in mineral oil) were added to a solution of 62.6 mg of methyl N-(4-hydroxy-2-methylphenyl)carbamate [prepared as described in step (a) above] in 4 ml of dimethylformamide with cooling in an ice-water bath. The resulting mixture was stirred at the same temperature for 10 minutes, and then 100.0 mg of 6-fluoro-2-methanesulfonyloxymethylbenzothiazole [prepared as described in Example 5(c)] were added to the reaction mixture. The temperature of the ...